The task is: describe an organic reaction: reactants, conditions, products, and yield. This data is from the Open Reaction Database (ORD), a public repository of structured organic reaction records. Starting materials: CCOC(=O)C (EtOAc), Cl.CN (methylamine hydrochloride), [BH-](OC(=O)C)(OC(=O)C)OC(=O)C.[Na+] (Na(OAc)3BH), C(#N)C1=CC=C(CN2C=NC=C2C=O)C=C1 (1-(4-cyanobenzyl)-5-imidazolecarboxaldehyde). The solvent is ClC(C)Cl (dichloroethane). Conditions: temperature 0 celsius, time 10 minute. Yields the product C(#N)C1=CC=C(CN2C=NC=C2CNC)C=C1 (1-(4-cyanobenzyl)-5-[(methylamino)methyl]imidazole). As a reaction SMILES: Cl.[CH3:2][NH2:3].[C:4]([C:6]1[CH:19]=[CH:18][C:9]([CH2:10][N:11]2[C:15]([CH:16]=O)=[CH:14][N:13]=[CH:12]2)=[CH:8][CH:7]=1)#[N:5].[BH-](OC(C)=O)(OC(C)=O)OC(C)=O.[Na+].CCOC(C)=O>ClC(Cl)C>[C:4]([C:6]1[CH:19]=[CH:18][C:9]([CH2:10][N:11]2[C:15]([CH2:16][NH:3][CH3:2])=[CH:14][N:13]=[CH:12]2)=[CH:8][CH:7]=1)#[N:5] |f:0.1,3.4|. Reported procedure: To a suspension of methylamine hydrochloride in 5 mL dichloroethane at 0° C. are added 4 Å sieves (0.5 g), followed by 1 mmol of the aldehyde from Step E and 1.5 mmol Na(OAc)3BH. The reaction is stirred for 10 minutes at 0° C., warmed to room temperature and stirred for 2 hours. The reaction is poured into EtOAc/ sat. NaHCO3 solution. The organic layer is washed with brine, dried (Na2 SO4), filtered, and concentrated in vacuo. The crude product is taken up in 10 mL dichloromethane and 2 mL n-pro... Starting materials: COc1ccc(-c2ccnn2-c2ccc(N3CCN(C(=O)OC(C)(C)C)CC3)cc2)cc1OC1CCOC1, ClCCl, O=C(O)C(F)(F)F. The product is COc1ccc(-c2ccnn2-c2ccc(N3CCNCC3)cc2)cc1OC1CCOC1. As a reaction SMILES: [CH3:1][O:2][c:3]1[c:4]([O:33][CH:34]2[CH2:35][O:36][CH2:37][CH2:38]2)[cH:5][c:6](-[c:9]2[cH:10][cH:11][n:12][n:13]2-[c:14]2[cH:15][cH:16][c:17]([N:20]3[CH2:21][CH2:22][N:23]([C:26]([O:27][C:28]([CH3:29])([CH3:30])[CH3:31])=[O:32])[CH2:24][CH2:25]3)[cH:18][cH:19]2)[cH:7][cH:8]1.[Cl:46][CH2:47][Cl:48].[F:39][C:40]([F:41])([F:42])[C:43]([OH:44])=[O:45]>>[CH3:1][O:2][c:3]1[c:4]([O:33][CH:34]2[CH2:35][O:36][CH2:37][CH2:38]2)[cH:5][c:6](-[c:9]2[cH:10][cH:11][n:12][n:13]2-[c:14]2[cH:15][cH:16][c:17]([N:20]3[CH2:21][CH2:22][NH:23][CH2:24][CH2:25]3)[cH:18][cH:19]2)[cH:7][cH:8]1.